From a dataset of the Open Reaction Database (ORD), a public repository of structured organic reaction records. describe an organic reaction: reactants, conditions, products, and yield The product is C(C)(C)(C)OC(=O)N1CCC(CC1)(CN(C(C(F)(F)F)=O)C)C1=CC=C(C=C1)I (4-(4-iodo-phenyl)-4-{[methyl-(2,2,2-trifluoro-acetyl)-amino]-methyl}-piperidine-1-carboxylic acid tert-butyl ester). Solvent: CCOC(=O)C (EtOAc), CN(C)C=O (DMF). Reaction conditions: time 2 hour. Procedure: To a flask containing sodium hydride (0.07 g, 2.9 mmol, 5 eq.) under Ar at 0° C. was added a solution of 4-(4-iodo-phenyl)-4-[(2,2,2-trifluoro-acetylamino)-methyl]-piperidine-1-carboxylic acid tert-butyl ester (0.298 g, 0.58 mmol) in DMF (5 mL). The resulting mixture was warmed to room temperature and stirred for 2 h, heated to 35° C. for 0.5 h and CH3I (0.36 mL, 5.8 mmol, 10 eq.) was added. The mixture heated at 35° C. for a further 2 h. The reaction was diluted with EtOAc (25 mL) and washed wi... The reactants are [H-].[Na+] (sodium hydride), C(C)(C)(C)OC(=O)N1CCC(CC1)(CNC(C(F)(F)F)=O)C1=CC=C(C=C1)I (4-(4-iodo-phenyl)-4-[(2,2,2-trifluoro-acetylamino)-methyl]-piperidine-1-carboxylic acid tert-butyl ester), CI (CH3I). The yield is 72.4%. RXN SMILES: [H-].[Na+].[C:3]([O:7][C:8]([N:10]1[CH2:15][CH2:14][C:13]([C:24]2[CH:29]=[CH:28][C:27]([I:30])=[CH:26][CH:25]=2)([CH2:16][NH:17][C:18](=[O:23])[C:19]([F:22])([F:21])[F:20])[CH2:12][CH2:11]1)=[O:9])([CH3:6])([CH3:5])[CH3:4].[CH3:31]I>CN(C=O)C.CCOC(C)=O>[C:3]([O:7][C:8]([N:10]1[CH2:15][CH2:14][C:13]([C:24]2[CH:29]=[CH:28][C:27]([I:30])=[CH:26][CH:25]=2)([CH2:16][N:17]([CH3:31])[C:18](=[O:23])[C:19]([F:22])([F:21])[F:20])[CH2:12][CH2:11]1)=[O:9])([CH3:6])([CH3:4])[CH3:5] |f:0.1|. Starting materials: CCI, CN(C)C=O, O=C(Nc1ccc(F)cc1C(=O)Nc1ccc(Cl)cn1)c1ccc(F)cc1O, [K+], [K+], O=C([O-])[O-], O. The product is CCOc1cc(F)ccc1C(=O)Nc1ccc(F)cc1C(=O)Nc1ccc(Cl)cn1. As a reaction SMILES: [CH2:35]([CH3:36])[I:37].[CH3:38][N:39]([CH3:40])[CH:41]=[O:42].[F:1][c:2]1[cH:3][cH:4][c:5]([NH:18][C:19]([c:20]2[c:21]([OH:27])[cH:22][c:23]([F:26])[cH:24][cH:25]2)=[O:28])[c:6]([C:7](=[O:8])[NH:9][c:10]2[n:11][cH:12][c:13]([Cl:16])[cH:14][cH:15]2)[cH:17]1.[K+:29].[K+:30].[O-:31][C:32]([O-:33])=[O:34].[OH2:43]>>[F:1][c:2]1[cH:3][cH:4][c:5]([NH:18][C:19]([c:20]2[c:21]([O:27][CH2:35][CH3:36])[cH:22][c:23]([F:26])[cH:24][cH:25]2)=[O:28])[c:6]([C:7](=[O:8])[NH:9][c:10]2[n:11][cH:12][c:13]([Cl:16])[cH:14][cH:15]2)[cH:17]1. The reactants are CN(C)C(C=1C=C(C=CC1)C=1C(=C(C(=O)OC)C=CC1Cl)NC(C)=O)C1=CC=CC=C1 (methyl 3-(dimethylaminophenyl-methyl)phenyl-2-acetamido-4-chlorobenzoate), solution, C(C)O (ethanol), Cl (hydrochloric acid). Run in C1CCOC1 (THF), C1CCOC1 (THF). The product is Cl.OC1=CC(NC2=CC=CC=C12)=O (1,2-dihydro-4-hydroxyquinolin-2-one hydrochloride), dihydrate. RXN SMILES: CN(C(C1C=CC=CC=1)C1C=C([C:11]2[C:12]([NH:22][C:23](=[O:25])[CH3:24])=[C:13]([CH:18]=[CH:19][C:20]=2[Cl:21])[C:14](OC)=[O:15])C=CC=1)C.C(O)C.Cl>C1COCC1>[ClH:21].[OH:15][C:14]1[C:13]2[C:12](=[CH:11][CH:20]=[CH:19][CH:18]=2)[NH:22][C:23](=[O:25])[CH:24]=1 |f:4.5|. Procedure: 2.0 g (4.6 mmol) of methyl 3-(dimethylaminophenyl-methyl)phenyl-2-acetamido-4-chlorobenzoate are dissolved in 15 ml of THF. With cooling, 15 ml of a 1 molar solution of THF and KN[Si(CH3)3 ]2 are added dropwise with stirring. The mixture is additionally stirred at room temperature for 1 1/2 hours. The solvent is distilled off and the residue is treated with water. The solution thus obtained is washed with dichloromethane. The aqueous phase is adjusted to an acidic pH using hydrochloric acid and ...